From a dataset of the Open Reaction Database (ORD), a public repository of structured organic reaction records. describe an organic reaction: reactants, conditions, products, and yield Starting materials: C(C)OC(=O)C=1C=NN(C1Cl)C (5-chloro-1-methyl-1H-pyrazole-4-carboxylic acid ethyl ester), base, [H-].[Al+3].[Li+].[H-].[H-].[H-] (lithium aluminum hydride), FC1=CC=C(C=C1)C=1C(=NC=CN1)N1CCNCC1 (3′-(4-fluoro-phenyl)-3,4,5,6-tetrahydro-2H-[1,2′]bipyrazinyl), Cl (HCl). Solvent: O1CCCC1 (tetrahydrofuran), C(C)#N (acetonitrile), O1CCCC1 (tetrahydrofuran), O1CCCC1 (tetrahydrofuran). Conditions: temperature 0 celsius, time 30 minute. Yields the product Cl.ClC1=C(C=NN1C)CN1CCN(CC1)C1=NC=CN=C1C1=CC=C(C=C1)F (4-(5-Chloro-1-methyl-1H-pyrazol-4-ylmethyl)-3′-(4-fluoro-phenyl)-3,4,5,6-tetrahydro-2H-[1,2′]bipyrazine hydrochloride). The yield is 20.8%. As a reaction SMILES: [H-].[Al+3].[Li+].[H-].[H-].[H-].[F:7][C:8]1[CH:13]=[CH:12][C:11]([C:14]2[C:15]([N:20]3[CH2:25][CH2:24][NH:23][CH2:22][CH2:21]3)=[N:16][CH:17]=[CH:18][N:19]=2)=[CH:10][CH:9]=1.C(O[C:29]([C:31]1[CH:32]=[N:33][N:34]([CH3:37])[C:35]=1[Cl:36])=O)C.Cl>O1CCCC1.C(#N)C>[ClH:36].[Cl:36][C:35]1[N:34]([CH3:37])[N:33]=[CH:32][C:31]=1[CH2:29][N:23]1[CH2:22][CH2:21][N:20]([C:15]2[C:14]([C:11]3[CH:12]=[CH:13][C:8]([F:7])=[CH:9][CH:10]=3)=[N:19][CH:18]=[CH:17][N:16]=2)[CH2:25][CH2:24]1 |f:0.1.2.3.4.5,11.12|. Procedure: To a solution of 1M lithium aluminum hydride in tetrahydrofuran (1.97 mL, 1.97 mmol) under nitrogen add dropwise a solution of 3′-(4-fluoro-phenyl)-3,4,5,6-tetrahydro-2H-[1,2′]bipyrazinyl (0.255 g, 0.99 mmoles) in tetrahydrofuran (5 mL). After stirring for 30 min heat the solution to reflux, then add dropwise a solution of 5-chloro-1-methyl-1H-pyrazole-4-carboxylic acid ethyl ester (223 mg, 1.18 mmol) in tetrahydrofuran (2 mL) over 45 min. After 30 min cool the reaction to room temperature and t... The reactants are C(=O)([O-])[O-].[K+].[K+] (K2CO3), OC1=CC=C(C=C1)N1CCNCC1 (1-(4-hydroxyphenyl)piperazine), ClCC1=CC(NC(=N1)C1=CC=CC=C1)=O (6-chloromethyl-2-phenyl-4-pyrimidone), C(=O)([O-])[O-].[K+].[K+] (K2CO3). The solvent is CN(C=O)C (N,N-dimethylformamide). Conditions: temperature 80 celsius, time 25 minute. Yields the product O.OC1=CC=C(C=C1)N1CCN(CC1)CC1=CC(NC(=N1)C1=CC=CC=C1)=O (4-(4-hydroxyphenyl)-1-(2-phenyl-3,4-dihydropyrimidin-4-on-6-ylmethyl)piperazine hydrate). Isolated yield 131.4%. Reaction SMILES: [OH:1][C:2]1[CH:7]=[CH:6][C:5]([N:8]2[CH2:13][CH2:12][NH:11][CH2:10][CH2:9]2)=[CH:4][CH:3]=1.Cl[CH2:15][C:16]1[N:21]=[C:20]([C:22]2[CH:27]=[CH:26][CH:25]=[CH:24][CH:23]=2)[NH:19][C:18](=[O:28])[CH:17]=1.C([O-])([O-])=O.[K+].[K+]>CN(C)C=O>[OH2:1].[OH:1][C:2]1[CH:3]=[CH:4][C:5]([N:8]2[CH2:13][CH2:12][N:11]([CH2:15][C:16]3[N:21]=[C:20]([C:22]4[CH:23]=[CH:24][CH:25]=[CH:26][CH:27]=4)[NH:19][C:18](=[O:28])[CH:17]=3)[CH2:10][CH2:9]2)=[CH:6][CH:7]=1 |f:2.3.4,6.7|. Procedure: A mixture of 4.46 g (25 mmol) of 1-(4-hydroxyphenyl)piperazine and 5.52 g (25 mmol) of 6-chloromethyl-2-phenyl-4-pyrimidone in 90 ml of absolute N,N-dimethylformamide (DMF) was warmed to 80° C., and 576 mg of powdered K2CO3 was added with stirring under a nitrogen atmosphere in each case after 10 minutes, after a further 25 minutes, and after a further 60 minutes (total addition of 1.73 g (12.5 mmol) of K2CO3), and the mixture was stirred for a further 3.5 hours at 80° C. The DMF was then substa... Starting materials: CN1CCOCC1 (N-methylmorpholine), C(C(C)C)OC(=O)Cl (isobutylchloroformate), FC1=CC=CC(=N1)C(=O)O (6-fluoropyridine-2-carboxylic acid), Cl.CONC (O,N-dimethylhydroxylamine hydrochloride), CN1CCOCC1 (N-methylmorpholine). The solvent is C(Cl)Cl (methylene chloride), C(Cl)Cl (methylene chloride). Run at time 17 hour. The product is CON(C(=O)C1=NC(=CC=C1)F)C (6-Fluoro-pyridine-2-carboxylic acid methoxy-methyl-amide). Yield: 19.6%. RXN SMILES: CN1CCOCC1.C(OC(Cl)=O)C(C)C.[F:16][C:17]1[N:22]=[C:21]([C:23]([OH:25])=O)[CH:20]=[CH:19][CH:18]=1.Cl.[CH3:27][O:28][NH:29][CH3:30]>C(Cl)Cl>[CH3:27][O:28][N:29]([CH3:30])[C:23]([C:21]1[CH:20]=[CH:19][CH:18]=[C:17]([F:16])[N:22]=1)=[O:25] |f:3.4|. Procedure: Add N-methylmorpholine (6 mL, 52 mmol) and isobutylchloroformate (3.5 mL, 26.9 mmol) to a solution of 6-fluoropyridine-2-carboxylic acid (3.8 g, 26.9 mmol) in methylene chloride at 0° C. After 15 minutes add O,N-dimethylhydroxylamine hydrochloride (2.6 g, 26.9 mmol) and N-methylmorpholine (3 mL, 26.9 mmol). Stir the reaction at 0° C. for 15 minutes and then room temperature for 17 hours. Dilute the reaction with methylene chloride and wash sequentially with water (1×50 mL), 10% aqueous citric ac... The reactants are ClC1=CC=C(C=C1)C[C@H](C(N1CCC(CC1)C1=C(C=CC=C1)NS(=O)(=O)C1=C(C=C(C=C1C)C)C)=O)NC(=O)[C@H]1N(CC2=CC=CC=C2C1)C(=O)OC(C)(C)C (tert-butyl 3-(N-((1R)-1-[(4-chlorophenyl)methyl]-2-oxo-2-[4-(2-{[(2,4,6-trimethylphenyl)sulfonyl]amino}phenyl) piperidyl]ethyl)carbamoyl)(3S)-1,2,3,4-tetrahydroisoquinoline-2-carboxylate), C(=O)(C(F)(F)F)O (TFA). The solvent is C(Cl)Cl (CH2Cl2). Reaction conditions: time 30 minute. The product is ClC1=CC=C(C=C1)C[C@H](C(N1CCC(CC1)C1=C(C=CC=C1)NS(=O)(=O)C1=C(C=C(C=C1C)C)C)=O)NC(=O)[C@H]1NCC2=CC=CC=C2C1 (N-{(1R)-1-[(4-Chlorophenyl)methyl]-2-oxo-2-[4-(2-{[(2,4,6-trimethylphenyl)sulfonyl]amino}-phenyl)piperidyl]ethyl}((3S)(3-1,2,3,4-tetrahydroisoquinolyl))carboxamide). RXN SMILES: [Cl:1][C:2]1[CH:7]=[CH:6][C:5]([CH2:8][C@@H:9]([NH:37][C:38]([C@@H:40]2[CH2:49][C:48]3[C:43](=[CH:44][CH:45]=[CH:46][CH:47]=3)[CH2:42][N:41]2C(OC(C)(C)C)=O)=[O:39])[C:10](=[O:36])[N:11]2[CH2:16][CH2:15][CH:14]([C:17]3[CH:22]=[CH:21][CH:20]=[CH:19][C:18]=3[NH:23][S:24]([C:27]3[C:32]([CH3:33])=[CH:31][C:30]([CH3:34])=[CH:29][C:28]=3[CH3:35])(=[O:26])=[O:25])[CH2:13][CH2:12]2)=[CH:4][CH:3]=1.C(O)(C(F)(F)F)=O>C(Cl)Cl>[Cl:1][C:2]1[CH:7]=[CH:6][C:5]([CH2:8][C@@H:9]([NH:37][C:38]([C@@H:40]2[CH2:49][C:48]3[C:43](=[CH:44][CH:45]=[CH:46][CH:47]=3)[CH2:42][NH:41]2)=[O:39])[C:10](=[O:36])[N:11]2[CH2:12][CH2:13][CH:14]([C:17]3[CH:22]=[CH:21][CH:20]=[CH:19][C:18]=3[NH:23][S:24]([C:27]3[C:32]([CH3:33])=[CH:31][C:30]([CH3:34])=[CH:29][C:28]=3[CH3:35])(=[O:26])=[O:25])[CH2:15][CH2:16]2)=[CH:4][CH:3]=1. Procedure details: The title compound was prepared according to the procedure described in Example 3 (Step b) using tert-butyl 3-(N-((1R)-1-[(4-chlorophenyl)methyl]-2-oxo-2-[4-(2-{[(2,4,6-trimethylphenyl)sulfonyl]amino}phenyl) piperidyl]ethyl)carbamoyl)(3S)-1,2,3,4-tetrahydroisoquinoline-2-carboxylate (Step a) (146 mg, 0.18 mmol) and 50% TFA in CH2Cl2 (10 mL). Purification by reverse phase preparative HPLC [Phenomenex; 5 μm 250×21.2 mm, 5% to 95% CH3CN (0.1% TFA) in H2O (0.1% TFA) over 30 min, then 100% CH3CN (0.1... The reactants are CCCO, CC(C)(Oc1ccc(Cl)cc1)C1(c2ccc(Cl)cc2)CO1, [Na], O, c1nc[nH]n1. Yields the product CC(C)(Oc1ccc(Cl)cc1)C(O)(Cn1cncn1)c1ccc(Cl)cc1. Reaction SMILES: [CH2:29]([OH:30])[CH2:31][CH3:32].[Cl:1][c:2]1[cH:3][cH:4][c:5]([C:8]2([C:11]([CH3:12])([CH3:13])[O:14][c:15]3[cH:16][cH:17][c:18]([Cl:21])[cH:19][cH:20]3)[O:9][CH2:10]2)[cH:6][cH:7]1.[Na:27].[OH2:28].[nH:22]1[n:23][cH:24][n:25][cH:26]1>>[Cl:1][c:2]1[cH:3][cH:4][c:5]([C:8]([OH:9])([CH2:10][n:22]2[n:23][cH:24][n:25][cH:26]2)[C:11]([CH3:12])([CH3:13])[O:14][c:15]2[cH:16][cH:17][c:18]([Cl:21])[cH:19][cH:20]2)[cH:6][cH:7]1.